This data is from the Open Reaction Database (ORD), a public repository of structured organic reaction records. The task is: describe an organic reaction: reactants, conditions, products, and yield The reactants are 3α-hydroxy-2β-isopropoxy-5α-androstan-17-one-17-dimethyl acetal, epoxide, O1[C@H]2[C@@H]1C[C@@H]1CC[C@H]3[C@@H]4CCC([C@@]4(C)CC[C@@H]3[C@]1(C2)C)=O (2α,3α-epoxy-5α-androstan-17-one), CC([O-])C (isopropoxide), C1CCOC1 (THF), [H-].[H-].[H-].[H-].[Li+].[Al+3] (LAH), [Al+3].[Cl-].[Cl-].[Cl-] (AlCl3), crude product. Run in C(Cl)Cl (CH2Cl2). Reaction conditions: temperature 23 celsius, time 1 hour. Yields the product O[C@H]1C[C@@H]2CC[C@H]3[C@@H]4CC[C@@H]([C@@]4(C)CC[C@@H]3[C@]2(C[C@@H]1OC(C)C)C)OC (3α-hydroxy-2β-isopropoxy-17β-methoxy-5α-androstane). As a reaction SMILES: [O:1]1[C@H:3]2[CH2:4][C@H:5]3[C@:18]([CH3:20])([CH2:19][C@@H:2]12)[C@@H:17]1[C@H:8]([C@H:9]2[C@@:13]([CH2:15][CH2:16]1)([CH3:14])[C:12](=[O:21])[CH2:11][CH2:10]2)[CH2:7][CH2:6]3.[CH3:22][CH:23]([CH3:25])[O-:24].[H-].[H-].[H-].[H-].[Li+].[Al+3].[Al+3].[Cl-].[Cl-].[Cl-].[CH2:36]1COCC1>C(Cl)Cl>[OH:1][C@@H:3]1[C@@H:2]([O:24][CH:23]([CH3:25])[CH3:22])[CH2:19][C@@:18]2([CH3:20])[C@@H:5]([CH2:6][CH2:7][C@@H:8]3[C@@H:17]2[CH2:16][CH2:15][C@@:13]2([CH3:14])[C@H:9]3[CH2:10][CH2:11][C@@H:12]2[O:21][CH3:36])[CH2:4]1 |f:2.3.4.5.6.7,8.9.10.11|. Procedure: A solution of 3α-hydroxy-2β-isopropoxy-5α-androstan-17-one-17-dimethyl acetal (prepared by the epoxide opening of 2α,3α-epoxy-5α-androstan-17-one with isopropoxide, followed by ketalization of 17-one) (490 mg, 1.25 mmol) in dry THF (15 mL) was treated with LAH (48 mg, 1.33 mmol) and AlCl3 (332 mg, 2.5 mmol) at -30° C. After stirring the mixture at 23° C. for 1 hr, it was quenched with NH4Cl solution (2 mL). The solvents were removed and the residue was extracted with EtOAc. The organic layer was...